This data is from the Open Reaction Database (ORD), a public repository of structured organic reaction records. The task is: describe an organic reaction: reactants, conditions, products, and yield Starting materials: ClC=1C(=NC2=CC(=C(C=C2N1)C)C)C(=O)NC1=NN=NN1 (3-Chloro-6,7-dimethyl-N(1H-tetrazol-5-yl)-2-quinoxalinecarboxamide), [Na] (sodium), CN(CCO)C (2-dimethylaminoethanol). Product: Cl.CN(CCOC=1C(=NC2=CC(=C(C=C2N1)C)C)C(=O)NC1=NN=NN1)C (3-(2-Dimethylaminoethoxy)-6,7-dimethyl-N(1H-tetrazol-5-yl)-2-quinoxalinecarboxamide, hydrochloride). Reaction SMILES: [Cl:1][C:2]1[C:3]([C:14]([NH:16][C:17]2[NH:21][N:20]=[N:19][N:18]=2)=[O:15])=[N:4][C:5]2[C:10]([N:11]=1)=[CH:9][C:8]([CH3:12])=[C:7]([CH3:13])[CH:6]=2.[Na].[CH3:23][N:24]([CH3:28])[CH2:25][CH2:26][OH:27]>>[ClH:1].[CH3:23][N:24]([CH3:28])[CH2:25][CH2:26][O:27][C:2]1[C:3]([C:14]([NH:16][C:17]2[NH:21][N:20]=[N:19][N:18]=2)=[O:15])=[N:4][C:5]2[C:10]([N:11]=1)=[CH:9][C:8]([CH3:12])=[C:7]([CH3:13])[CH:6]=2 |f:3.4,^1:21|. Procedure: 3-Chloro-6,7-dimethyl-N(1H-tetrazol-5-yl)-2-quinoxalinecarboxamide (Example 14) (3 g) was added to a solution of sodium (0.46 g) in 2-dimethylaminoethanol (20 ml) and the mixture was heated at 100° in an atmosphere of nitrogen for 5.5 hours and evaporated. The residue was dissolved in water and the solution was acidified with dilute hydrochloric acid. The solid was crystallised from dimethylformamide and had m.p. 247°-248° (d) (15%). Starting materials: CCOC(=O)CBr, C1CCOC1, [Cl-], Cc1cccc(-c2c(F)cccc2C(O)C2CCCN(C(=O)OC(C)(C)C)C2)c1, [H-], [NH4+], [Na+]. The product is CCOC(=O)COC(c1cccc(F)c1-c1cccc(C)c1)C1CCCN(C(=O)OC(C)(C)C)C1. As a reaction SMILES: [Br:32][CH2:33][C:34](=[O:35])[O:36][CH2:37][CH3:38].[CH2:41]1[O:42][CH2:43][CH2:44][CH2:45]1.[Cl-:39].[F:3][c:4]1[cH:5][cH:6][cH:7][c:8]([CH:17]([CH:18]2[CH2:19][N:20]([C:24](=[O:25])[O:26][C:27]([CH3:28])([CH3:29])[CH3:30])[CH2:21][CH2:22][CH2:23]2)[OH:31])[c:9]1-[c:10]1[cH:11][c:12]([CH3:16])[cH:13][cH:14][cH:15]1.[H-:2].[NH4+:40].[Na+:1]>>[F:3][c:4]1[cH:5][cH:6][cH:7][c:8]([CH:17]([CH:18]2[CH2:19][N:20]([C:24](=[O:25])[O:26][C:27]([CH3:28])([CH3:29])[CH3:30])[CH2:21][CH2:22][CH2:23]2)[O:31][CH2:33][C:34](=[O:35])[O:36][CH2:37][CH3:38])[c:9]1-[c:10]1[cH:11][c:12]([CH3:16])[cH:13][cH:14][cH:15]1. Reactants: (+)-(4aR)-(10bR)-4-methyl-10b-methyl-1,2,3,4,4a,5,6,10b-octahydrobenzo[f]quinolin-3-one 8-boronic acid, BrC1=NC2=CC=CC=C2C=C1 (2-bromoquinoline), C([O-])([O-])=O.[Na+].[Na+] (sodium carbonate), C1CCOC1 (THF). The reagents and catalysts are [Pd].C1(=CC=CC=C1)P(C1=CC=CC=C1)C1=CC=CC=C1.C1(=CC=CC=C1)P(C1=CC=CC=C1)C1=CC=CC=C1.C1(=CC=CC=C1)P(C1=CC=CC=C1)C1=CC=CC=C1.C1(=CC=CC=C1)P(C1=CC=CC=C1)C1=CC=CC=C1 (tetrakis (triphenylphosphine) palladium (0)). Run in C(C)(=O)OCC (ethyl acetate). Yields the product CN1C(CC[C@@]2(C3=C(CC[C@@H]12)C=C(C=C3)C3=NC1=CC=CC=C1C=C3)C)=O ((+)-(4aR)-(10bR)-4-methyl-8-(2-quinolinyl)-10b-methyl-1,2,3,4,4a,5,6,10b-octahydrobenzo[f]quinolin-3-one). Yield: 54.0%. Reaction SMILES: Br[C:2]1[CH:11]=[CH:10][C:9]2[C:4](=[CH:5][CH:6]=[CH:7][CH:8]=2)[N:3]=1.[C:12](=[O:15])([O-])[O-].[Na+].[Na+].[CH2:18]1[CH2:22]O[CH2:20][CH2:19]1>C(OCC)(=O)C.[Pd].C1(P(C2C=CC=CC=2)C2C=CC=CC=2)C=CC=CC=1.C1(P(C2C=CC=CC=2)C2C=CC=CC=2)C=CC=CC=1.C1(P(C2C=CC=CC=2)C2C=CC=CC=2)C=CC=CC=1.C1(P(C2C=CC=CC=2)C2C=CC=CC=2)C=CC=CC=1>[CH3:4][N:3]1[C@H:2]2[C@@:18]([CH3:22])([C:18]3[CH:22]=[CH:7][C:6]([C:2]4[CH:11]=[CH:10][C:9]5[C:4](=[CH:5][CH:6]=[CH:7][CH:8]=5)[N:3]=4)=[CH:5][C:19]=3[CH2:20][CH2:11]2)[CH2:19][CH2:20][C:12]1=[O:15] |f:1.2.3,6.7.8.9.10|. Reported procedure: A 15 mL round bottom flask was charged with (+)-(4aR)-(10bR)-4-methyl-10b-methyl-1,2,3,4,4a,5,6,10b-octahydrobenzo[f]quinolin-3-one-8-boronic acid (178 mg, 0.65 mmol), tetrakis (triphenylphosphine) palladium (0) (23 mg, 0.02 mmol), 2-bromoquinoline (135 mg, 0.65 mmol), 0.65 mL of 2M sodium carbonate and 2 mL of THF, fitted with a reflux condenser, and the stirred mixture was heated at 80°, under nitrogen, for 24 h. The mixture was cooled, diluted with ethyl acetate (75 mL) and washed with brine ... Starting materials: O=C([O-])[O-], COC1(c2ccc(C#C[Si](C)(C)C)cc2)CC1, CO, [K+], [K+]. The product is C#Cc1ccc(C2(OC)CC2)cc1. RXN SMILES: [C:18](=[O:19])([O-:20])[O-:21].[CH3:1][O:2][C:3]1([c:6]2[cH:7][cH:8][c:9]([C:12]#[C:13][Si:14]([CH3:15])([CH3:16])[CH3:17])[cH:10][cH:11]2)[CH2:4][CH2:5]1.[CH3:24][OH:25].[K+:22].[K+:23]>>[CH3:1][O:2][C:3]1([c:6]2[cH:7][cH:8][c:9]([C:12]#[CH:13])[cH:10][cH:11]2)[CH2:4][CH2:5]1. Reactants: solution, C(C)(C)(C)[Li] (tert-butyllithium), CCCCC (pentane), C(=O)=O (CO2), BrC=1C=C2C(=NC1)N(CC2)[Si](C)(C)C(C)(C)C (5-Bromo-1-(tert-butyl-dimethyl-silanyl)-2,3-dihydro-1H-pyrrolo[2,3-b]pyridine). The solvent is CCOCC (Et2O). Run at time 40 minute. The product is C(C)(C)(C)[Si](N1CCC=2C1=NC=C(C2)C(=O)O)(C)C (1-(tert-Butyl-dimethyl-silanyl)-2,3-dihydro-1H-pyrrolo[2,3-b]pyridine-5-carboxylic acid). Reaction SMILES: Br[C:2]1[CH:3]=[C:4]2[CH2:10][CH2:9][N:8]([Si:11]([C:14]([CH3:17])([CH3:16])[CH3:15])([CH3:13])[CH3:12])[C:5]2=[N:6][CH:7]=1.C([Li])(C)(C)C.CCCCC.[C:28](=[O:30])=[O:29]>CCOCC>[C:14]([Si:11]([CH3:13])([CH3:12])[N:8]1[C:5]2=[N:6][CH:7]=[C:2]([C:28]([OH:30])=[O:29])[CH:3]=[C:4]2[CH2:10][CH2:9]1)([CH3:17])([CH3:16])[CH3:15]. Procedure details: To a stirred and cooled (−78° C.) solution of the bromide 4 (205 mg, 0.65 mmol) in Et2O (4 mL) was added dropwise a 1.5 M solution of tert-butyllithium in pentane (0.92 mL, 1.37 mmol). After 40 min., dry gaseous CO2 was introduced into the reaction vessel. Progress of the reaction was followed by TLC analysis. After complete consumption of starting material 4 the reaction was quenched by the addition of saturated aqueous NaHCO3 solution. The mixture was allowed to warm to room temperature, and d... Reactants: ClC=1N=NC(=CC1Cl)Cl (3,4,6-Trichloro-pyridazine), C(C)(=O)O (acetic acid). Yields the product ClC=1C(NN=C(C1)Cl)=O (4,6-Dichloro-2H-pyridazin-3-one). Reaction SMILES: Cl[C:2]1[N:3]=[N:4][C:5]([Cl:9])=[CH:6][C:7]=1[Cl:8].C(O)(=[O:12])C>>[Cl:8][C:7]1[C:2](=[O:12])[NH:3][N:4]=[C:5]([Cl:9])[CH:6]=1. Reported procedure: 3,4,6-Trichloro-pyridazine (34.39 g, 187.5 mmol) in 100 mL acetic acid was heated at reflux for three hours. The resulting mixture was cooled to room temperature and filtered. The filtrate was diluted with ethylacetate. This was washed three times with water, washed with brine, dried over anhydrous MgSO4, concentrated in vacuo, and purified by flash chromatography (30% ethylacetate/hexanes) to yield 4,6-Dichloro-2H-pyridazin-3-one (6.143 g, 37.23 mmol). MS (ESI) 165.0 (M+H)+. Solvent: CN(C)C=O (DMF), C(Cl)Cl (CH2Cl2), CCOCC (Et2O). Product: C(C1=CC=CC=C1)OC(C1=CC=C(C=C1)F)=O (4-Fluoro-benzoic acid benzyl ester). As a reaction SMILES: [F:1][C:2]1[CH:10]=[CH:9][C:5]([C:6]([OH:8])=[O:7])=[CH:4][CH:3]=1.[Cl-].[CH2:12](O)[C:13]1[CH:18]=[CH:17][CH:16]=[CH:15][CH:14]=1.C(N(C(C)C)CC)(C)C>CCOCC.CN(C1C=CN=CC=1)C.C(Cl)Cl.CN(C=O)C>[CH2:12]([O:7][C:6](=[O:8])[C:5]1[CH:9]=[CH:10][C:2]([F:1])=[CH:3][CH:4]=1)[C:13]1[CH:18]=[CH:17][CH:16]=[CH:15][CH:14]=1. The yield is 60.4%. The reagents and catalysts are CN(C)C=1C=CN=CC1 (DMAP). The reactants are [Cl-] (chloride), FC1=CC=C(C(=O)O)C=C1 (4-fluorobenzoic acid), C(C1=CC=CC=C1)O (benzyl alcohol), C(C)(C)N(CC)C(C)C (diisopropyl ethyl amine). Procedure: A mixture of 4-fluorobenzoic acid (1.0 g, 7.13 mmol) in Et2O was treated with oxallyl chloride (760 mL, 8.55 mmol) and a catalytic amount of DMF. The mixture was then stirred until the evolution of gas stopped. The mixture was then filtered and concentrated under reduced pressure. The residue was dissolved in a small volume of CH2Cl2 and the solution was added in a drop wise manner to a mixture of benzyl alcohol (770 mg, 7.13 mmol), diisopropyl ethyl amine (2.49 mL, 14.3 mmol) and a catalytic am... Reactants: 40, C1(=CC=CC=C1)CC1=NC2=C(N1CCCO)C=CC=C2 (2-(phenylmethyl)-1H-benzimidazole-1-propanol), S(=O)(Cl)Cl (sulfinyl chloride). The solvent is ClC(Cl)Cl (trichloromethane). Conditions: time 4 hour. Product: ClCCCN1C(=NC2=C1C=CC=C2)CC2=CC=CC=C2 (1-(3-chloropropyl)-2-(phenylmethyl)-1H-benzimidazole). Reaction SMILES: [C:1]1([CH2:7][C:8]2[N:12]([CH2:13][CH2:14][CH2:15]O)[C:11]3[CH:17]=[CH:18][CH:19]=[CH:20][C:10]=3[N:9]=2)[CH:6]=[CH:5][CH:4]=[CH:3][CH:2]=1.S(Cl)([Cl:23])=O>ClC(Cl)Cl>[Cl:23][CH2:15][CH2:14][CH2:13][N:12]1[C:11]2[CH:17]=[CH:18][CH:19]=[CH:20][C:10]=2[N:9]=[C:8]1[CH2:7][C:1]1[CH:6]=[CH:5][CH:4]=[CH:3][CH:2]=1. Reported procedure: To a stirred mixture of 40 parts of 2-(phenylmethyl)-1H-benzimidazole-1-propanol and 225 parts of trichloromethane are added dropwise 30 parts of sulfinyl chloride. Upon completion, stirring is continued for 4 hours at reflux temperature. The reaction mixture is evaporated and the residue is boiled in water. The solution is filtered over hyflo and the filtrate is alkalized with ammonium hydroxide. The product is extracted with trichloromethane. The extract is dried, filtered and evaporated. The ...